From a dataset of the Open Reaction Database (ORD), a public repository of structured organic reaction records. describe an organic reaction: reactants, conditions, products, and yield Reactants: C1(=CC=CC=C1)C=1N=C(OC1C1=CC=CC=C1)[C@@]1([C@@H](CCCC1)CC1=CC(=CC=C1)OC)O ((1R,2S)-1-(4,5-diphenyloxazol-2-yl)-1-hydroxy-2-(3-methoxybenzyl)cyclohexane), C1(=CC=C(C=C1)S(=O)(=O)O)C (p-toluene-sulfonic acid). Run in C1(=CC=CC=C1)C (toluene). Run at time 4 hour. Yields the product C1(=CC=CC=C1)C=1N=C(OC1C1=CC=CC=C1)C=1[C@@H](CCCC1)CC1=CC(=CC=C1)OC ((S)-2-(4,5-diphenyloxazol-2-yl)-1-(3-methoxybenzyl)-2-cyclohexene). The yield is 59.6%. RXN SMILES: [C:1]1([C:7]2[N:8]=[C:9]([C@@:18]3(O)[CH2:23][CH2:22][CH2:21][CH2:20][C@H:19]3[CH2:24][C:25]3[CH:30]=[CH:29][CH:28]=[C:27]([O:31][CH3:32])[CH:26]=3)[O:10][C:11]=2[C:12]2[CH:17]=[CH:16][CH:15]=[CH:14][CH:13]=2)[CH:6]=[CH:5][CH:4]=[CH:3][CH:2]=1.C1(C)C=CC(S(O)(=O)=O)=CC=1>C1(C)C=CC=CC=1>[C:1]1([C:7]2[N:8]=[C:9]([C:18]3[C@H:19]([CH2:24][C:25]4[CH:30]=[CH:29][CH:28]=[C:27]([O:31][CH3:32])[CH:26]=4)[CH2:20][CH2:21][CH2:22][CH:23]=3)[O:10][C:11]=2[C:12]2[CH:17]=[CH:16][CH:15]=[CH:14][CH:13]=2)[CH:2]=[CH:3][CH:4]=[CH:5][CH:6]=1. Procedure: A mixture of (1R,2S)-1-(4,5-diphenyloxazol-2-yl)-1-hydroxy-2-(3-methoxybenzyl)cyclohexane (28 g) and p-toluene-sulfonic acid (2.5 g) in toluene (300 ml) was stirred for 4 hours under reflux. The solution was washed with water, sat. NaHCO3 and brine, dried over MgSO4 and evaporated in vacuo. The residue was purified by chromatography on silica gel to afford (S)-2-(4,5-diphenyloxazol-2-yl)-1-(3-methoxybenzyl)-2-cyclohexene (16 g).